Dataset: the Open Reaction Database (ORD), a public repository of structured organic reaction records. Task: describe an organic reaction: reactants, conditions, products, and yield The reactants are OC1=NC(=NC(=C1)CCC)SCC(=O)N (2-(4-hydroxy-6-propyl-2-pyrimidinylthio)acetamide), P(=O)(Cl)(Cl)Cl (phosphorus oxychloride), C(C)N(C1=CC=CC=C1)CC (N,N-diethylaniline). Yields the product ClC1=NC(=NC(=C1)CCC)SCC#N ((4-Chloro-6-Propyl-2-Pyrimidinylthio)Acetonitrile). Reaction SMILES: O[C:2]1[CH:7]=[C:6]([CH2:8][CH2:9][CH3:10])[N:5]=[C:4]([S:11][CH2:12][C:13]([NH2:15])=O)[N:3]=1.C(N(CC)C1C=CC=CC=1)C.P(Cl)(Cl)([Cl:29])=O>>[Cl:29][C:2]1[CH:7]=[C:6]([CH2:8][CH2:9][CH3:10])[N:5]=[C:4]([S:11][CH2:12][C:13]#[N:15])[N:3]=1. Reported procedure: To a suspension of 4.5 g. (0.02 mole) of 2-(4-hydroxy-6-propyl-2-pyrimidinylthio)acetamide in 50 ml of phosphorus oxychloride was added 2.98 g. of N,N-diethylaniline. The mixture was heated for ten minutes to reflux temperature. The phosphorus oxychloride was removed in a rotary evaporator and the residue was poured into 150 ml of ice-water. The water mixture was extracted with 100 ml of ether. The ether layer was dried over magnesium sulfate, filtered and evaporated in a rotary evaporator to gi... Reactants: FCC1(OC2=C(C(=C1)C(NC)=S)C=C(C=C2)[N+](=O)[O-])CF (2,2-bis(fluoromethyl)-N-methyl-6-nitro-2H-1-benzopyran-4-carbothioamide), [I-].ClC1=[N+](C=CC=C1)C (2-chloro-1-methylpyridinium iodide), resultant mixture, N#CN (cyanamide), [H-].[Na+] (sodium hydride), Ice water. Solvent: O1CCCC1 (tetrahydrofuran), C(C)N(CC)CC (triethylamine). The product is C(#N)NC(=NC)C1=CC(OC2=C1C=C(C=C2)[N+](=O)[O-])(CF)CF (N-cyano-2,2-bis(fluoromethyl)-N'-methyl-6-nitro-2H-1-benzopyran-4-amidine). Isolated yield 25.0%. RXN SMILES: [F:1][CH2:2][C:3]1([CH2:20][F:21])[CH:8]=[C:7]([C:9](=S)[NH:10][CH3:11])[C:6]2[CH:13]=[C:14]([N+:17]([O-:19])=[O:18])[CH:15]=[CH:16][C:5]=2[O:4]1.[I-].ClC1C=CC=C[N+]=1C.[N:31]#[C:32][NH2:33].[H-].[Na+]>O1CCCC1.C(N(CC)CC)C>[C:32]([NH:33][C:9]([C:7]1[C:6]2[CH:13]=[C:14]([N+:17]([O-:19])=[O:18])[CH:15]=[CH:16][C:5]=2[O:4][C:3]([CH2:20][F:21])([CH2:2][F:1])[CH:8]=1)=[N:10][CH3:11])#[N:31] |f:1.2,4.5|. Reported procedure: A mixture of 84 mg of 2,2-bis(fluoromethyl)-N-methyl-6-nitro-2H-1-benzopyran-4-carbothioamide, 140 mg of 2-chloro-1-methylpyridinium iodide, 0.06 ml of triethylamine and 2 ml of dried tetrahydrofuran was refluxed with heating for 2 hours. After the reaction solution was cooled to room temperature, 42 mg of cyanamide and 38 mg of sodium hydride (60%) were added therein and the resultant mixture was refluxed with heating for 4 hours. Ice water was added therein and the mixture was extracted with m...